Task: describe an organic reaction: reactants, conditions, products, and yield. Dataset: the Open Reaction Database (ORD), a public repository of structured organic reaction records Yields the product Cl.ClC=1C=C(C=CC1Cl)C(CNC(C1=CC=CC=C1)=O)N1CCCC1 (N-[2-(3,4-Dichlorophenyl)-2-pyrrolidin-1-ylethyl]-benzamide hydrochloride salt). Solvent: C(C)OCC (diethylether), O1CCCC1 (tetrahydrofuran), O1CCCC1 (tetrahydrofuran), C(C)OCC (diethylether). Procedure details: 2-(Pyrrolidin-1-yl)-2-(3,4-dichlorophenyl)ethylamine. A slurry of αPyrrolidin-1-yl-3,4-dichlorobenzyl cyanide hydrochloride salt (4.73 g) in tetrahydrofuran (100 mL) was added to a slurry of lithium aluminum hydride (3.23 g) in tetrahydrofuran (35 mL) while maintaining a reflux. The reaction was allowed to reflux 18 hours. The reaction was cooled in an ice bath and treated with aqueous sodium sulfate. The reaction was filtered and evaporated to give a reddish-brown oil. The oil was dissolved in ... As a reaction SMILES: N1([CH:6]([C:9]2[CH:14]=[CH:13][C:12]([Cl:15])=[C:11](Cl)[CH:10]=2)CN)CCCC1.Cl.[N:18]1([CH:23]([C:32]#[N:33])[C:24]2[CH:29]=[CH:28][C:27]([Cl:30])=[C:26]([Cl:31])[CH:25]=2)[CH2:22][CH2:21][CH2:20][CH2:19]1.[H-].[Al+3].[Li+].[H-].[H-].[H-].S([O-])([O-])(=O)=[O:41].[Na+].[Na+].Cl>O1CCCC1.C(OCC)C>[ClH:15].[Cl:31][C:26]1[CH:25]=[C:24]([CH:23]([N:18]2[CH2:22][CH2:21][CH2:20][CH2:19]2)[CH2:32][NH:33][C:6](=[O:41])[C:9]2[CH:14]=[CH:13][CH:12]=[CH:11][CH:10]=2)[CH:29]=[CH:28][C:27]=1[Cl:30] |f:1.2,3.4.5.6.7.8,9.10.11,15.16|. Starting materials: N1(CCCC1)C(CN)C1=CC(=C(C=C1)Cl)Cl (2-(Pyrrolidin-1-yl)-2-(3,4-dichlorophenyl)ethylamine), S(=O)(=O)([O-])[O-].[Na+].[Na+] (sodium sulfate), Cl.N1(CCCC1)C(C1=CC(=C(C=C1)Cl)Cl)C#N (αPyrrolidin-1-yl-3,4-dichlorobenzyl cyanide hydrochloride salt), [H-].[Al+3].[Li+].[H-].[H-].[H-] (lithium aluminum hydride), Cl (hydrochloric acid). Reactants: 15, [N+](=O)([O-])C1=CC=C(C=C1)NN (1-(4-nitrophenyl)hydrazine), C(C)O (ethanol), Cl.C(C)(OCC)=N (ethyl ethanimidate hydrochloride). Solvent: O (water). The product is 19, C(C)OC(C)=NNC1=CC=C(C=C1)[N+](=O)[O-] (1-(1-ethoxyethylidene)-2-(4-nitrophenyl)hydrazine). The yield is 85.0%. RXN SMILES: [N+:1]([C:4]1[CH:9]=[CH:8][C:7]([NH:10][NH2:11])=[CH:6][CH:5]=1)([O-:3])=[O:2].C(O)C.Cl.[C:16](=N)([O:18][CH2:19][CH3:20])[CH3:17]>O>[CH2:16]([O:18][C:19](=[N:11][NH:10][C:7]1[CH:6]=[CH:5][C:4]([N+:1]([O-:3])=[O:2])=[CH:9][CH:8]=1)[CH3:20])[CH3:17] |f:2.3|. Reported procedure: To a stirred and cooled (ice-bath) mixture of 15 parts of 1-(4-nitrophenyl)hydrazine and 160 parts of absolute ethanol were added 13.5 parts of ethyl ethanimidate hydrochloride. After stirring for 3 hours while cooling, the reaction mixture was poured into water. The precipitated product was filtered off, washed with water and dried, yielding 19 parts (85%) of 1-(1-ethoxyethylidene)-2-(4-nitrophenyl)hydrazine; mp. 101.8° C. (int. 18). Starting materials: [N+](=O)(O)[O-] (nitric acid), CC1=C(N)C=C(C=C1)[N+](=O)[O-] (2-Methyl-5-nitroaniline), N#CN (cyanamide). Solvent: C(C)O (ethanol), O (water). Conditions: temperature 0 celsius. Yields the product CC1=C(N)C=C(C=C1)[N+](=O)[O-].[N+](=O)(O)[O-].NC(=N)N (2-methyl-5-nitroaniline guanidine nitrate). The yield is 108.8%. Reaction SMILES: [CH3:1][C:2]1[CH:8]=[CH:7][C:6]([N+:9]([O-:11])=[O:10])=[CH:5][C:3]=1[NH2:4].[N+:12]([O-:15])([OH:14])=[O:13].[N:16]#[C:17][NH2:18]>C(O)C.O>[CH3:1][C:2]1[CH:8]=[CH:7][C:6]([N+:9]([O-:11])=[O:10])=[CH:5][C:3]=1[NH2:4].[N+:12]([O-:15])([OH:14])=[O:13].[NH2:16][C:17]([NH2:4])=[NH:18] |f:5.6.7|. Procedure details: 2-Methyl-5-nitroaniline (100 g, 0.657 mol) was dissolved in ethanol (250 ml), and 65% aqueous nitric acid solution (48 ml, 0.65 mol) was added thereto. When the exothermic reaction was stopped, cyanamide (41.4 g) dissolved in water (41.4 g) was added thereto. The brown mixture was reacted under reflux for 24 hours. The reaction mixture was cooled to 0° C., filtered, and washed with ethanol:diethyl ether (1:1, v/v) to give 2-methyl-5-nitrophenyl-guanidine nitrate (2) (98 g). Rf=0.1 (Methylene chl... The reactants are COC(CC1=CC=C(C=C1)N)=O (methyl-p-aminophenylacetate), FC(C#CC(=O)OC)(F)F (methyl 3- trifluoromethylpropiolate). Solvent: CO (methanol), CO (methanol). Run at time 30 minute. Product: COC(=O)CC1=CC=C(C=C1)NC(=CC(=O)OC)C(F)(F)F (methyl 3-(4-methoxycarbonylmethylphenylamino)-3-trifluoromethylacrylate). The yield is 99.6%. Reaction SMILES: [CH3:1][O:2][C:3](=[O:12])[CH2:4][C:5]1[CH:10]=[CH:9][C:8]([NH2:11])=[CH:7][CH:6]=1.[F:13][C:14]([F:22])([F:21])[C:15]#[C:16][C:17]([O:19][CH3:20])=[O:18]>CO>[CH3:1][O:2][C:3]([CH2:4][C:5]1[CH:10]=[CH:9][C:8]([NH:11][C:15]([C:14]([F:22])([F:21])[F:13])=[CH:16][C:17]([O:19][CH3:20])=[O:18])=[CH:7][CH:6]=1)=[O:12]. Procedure: Into 30 ml of methanol were dissolved 2.17 g (13.2 mmol) of methyl-p-aminophenylacetate, and, under stirring and cooling with ice, a solution of 2.00 g (13.2 mmol) of methyl 3- trifluoromethylpropiolate in 10 ml of methanol was added dropwise. After 30 minutes, solvent was distilled off to obtain methyl 3-(4-methoxycarbonylmethylphenylamino)-3-trifluoromethylacrylate (4.17 g) as a yellow oily substance.